From a dataset of the Open Reaction Database (ORD), a public repository of structured organic reaction records. describe an organic reaction: reactants, conditions, products, and yield Reactants: CSc1ccc(Nc2cc(-c3ccccc3)nc(N3CCC(O)CC3)n2)cc1, CC(C)=O, O. Product: CS(=O)(=O)c1ccc(Nc2cc(-c3ccccc3)nc(N3CCC(O)CC3)n2)cc1. RXN SMILES: [CH3:1][S:2][c:3]1[cH:4][cH:5][c:6]([NH:9][c:10]2[n:11][c:12]([N:22]3[CH2:23][CH2:24][CH:25]([OH:28])[CH2:26][CH2:27]3)[n:13][c:14](-[c:16]3[cH:17][cH:18][cH:19][cH:20][cH:21]3)[cH:15]2)[cH:7][cH:8]1.[CH3:30][C:31](=[O:32])[CH3:33].[OH2:29]>>[CH3:1][S:2]([c:3]1[cH:4][cH:5][c:6]([NH:9][c:10]2[n:11][c:12]([N:22]3[CH2:23][CH2:24][CH:25]([OH:28])[CH2:26][CH2:27]3)[n:13][c:14](-[c:16]3[cH:17][cH:18][cH:19][cH:20][cH:21]3)[cH:15]2)[cH:7][cH:8]1)(=[O:29])=[O:32].